Dataset: the Open Reaction Database (ORD), a public repository of structured organic reaction records. Task: describe an organic reaction: reactants, conditions, products, and yield Starting materials: C1(=CC=C(C=C1)S(=O)(=O)Cl)C (p-toluenesulfonyl chloride), [N-]=[N+]=[N-].[Na+] (NaN3), C(C)(C)(C)OC(NC[C@@H]1CC[C@H](CC1)CO)=O (trans-(4-hydroxymethyl-cyclohexylmethyl)-carbamic acid tert-butyl ester). The solvent is N1=CC=CC=C1 (pyridine), CN(C)C=O (DMF), N1=CC=CC=C1 (pyridine). Run at time 15 hour. Product: C(C)(C)(C)OC(NC[C@@H]1CC[C@H](CC1)CN=[N+]=[N-])=O (trans-(4-azidomethyl-cyclohexylmethyl)-carbamic acid tert-butyl ester). Isolated yield 91.5%. As a reaction SMILES: [C:1]([O:5][C:6](=[O:17])[NH:7][CH2:8][C@H:9]1[CH2:14][CH2:13][C@H:12]([CH2:15]O)[CH2:11][CH2:10]1)([CH3:4])([CH3:3])[CH3:2].C1(C)C=CC(S(Cl)(=O)=O)=CC=1.[N-:29]=[N+:30]=[N-:31].[Na+]>N1C=CC=CC=1.CN(C=O)C>[C:1]([O:5][C:6](=[O:17])[NH:7][CH2:8][C@H:9]1[CH2:14][CH2:13][C@H:12]([CH2:15][N:29]=[N+:30]=[N-:31])[CH2:11][CH2:10]1)([CH3:4])([CH3:3])[CH3:2] |f:2.3|. Reported procedure: A solution of trans-(4-hydroxymethyl-cyclohexylmethyl)-carbamic acid tert-butyl ester (123 g, 505 mmol) in pyridine (1 L) was cooled at 4° C. and a solution of p-toluenesulfonyl chloride (125 g, 657 mmol) in pyridine (200 ml) was added below 10° C. The mixture was stirred at ambient temperature for 15 hr and concentrated. After dissolution with EtOAc and H2O, the organic layer was separated. The aqueous layer was extracted with EtOAc (three times), the combined organic layer was washed with H2O,...